describe an organic reaction: reactants, conditions, products, and yield From a dataset of the Open Reaction Database (ORD), a public repository of structured organic reaction records. The reactants are C(C1=CC=CC=C1)OC(C1=C(C(=CC=C1Cl)NS(=O)(=O)CCC)F)=O (6-chloro-2-fluoro-3-(propane-1-sulfonylamino)-benzoic acid benzyl ester), Cl (hydrochloric acid), O (water). The solvent is O1CCCC1 (tetrahydrofuran), [OH-].[K+] (potassium hydroxide). The product is ClC1=CC=C(C(=C1C(=O)O)F)NS(=O)(=O)CCC (6-chloro-2-fluoro-3-(propane-1-sulfonylamino)-benzoic acid). Yield: 85.6%. Reaction SMILES: C([O:8][C:9](=[O:25])[C:10]1[C:15]([Cl:16])=[CH:14][CH:13]=[C:12]([NH:17][S:18]([CH2:21][CH2:22][CH3:23])(=[O:20])=[O:19])[C:11]=1[F:24])C1C=CC=CC=1.O.Cl>O1CCCC1.[OH-].[K+]>[Cl:16][C:15]1[C:10]([C:9]([OH:25])=[O:8])=[C:11]([F:24])[C:12]([NH:17][S:18]([CH2:21][CH2:22][CH3:23])(=[O:19])=[O:20])=[CH:13][CH:14]=1 |f:4.5|. Reported procedure: To 6-chloro-2-fluoro-3-(propane-1-sulfonylamino)-benzoic acid benzyl ester (17, 6.00 g, 15.6 mmol) in 100 mL of tetrahydrofuran, 100 mL of 1.0 M aqueous potassium hydroxide was added. The reaction was heated to reflux overnight, then poured into water, acidified to pH 2 with 1 N aqueous hydrochloric acid and extracted with ethyl acetate. The organic portion was dried over anhydrous sodium sulfate, filtered and the filtrate concentrated under vacuum to give the desired compound as a white solid (...